This data is from the Open Reaction Database (ORD), a public repository of structured organic reaction records. The task is: describe an organic reaction: reactants, conditions, products, and yield Starting materials: FC1(CCC(CC1)(O)CNC(=O)C=1C=2C=CC(=NC2C=CC1Cl)Cl)F (2,6-dichloro-quinoline-5-carboxylic acid (4,4-difluoro-1-hydroxy-cyclohexylmethyl)-amide), COCCCO (3-methoxy-propan-1-ol). Product: FC1(CCC(CC1)(O)CNC(=O)C=1C=2C=CC(=NC2C=CC1Cl)OCCCOC)F (6-Chloro-2-(3-methoxy-propoxy)-quinoline-5-carboxylic acid (4,4-difluoro-1-hydroxy-cyclohexyl methyl)-amide). As a reaction SMILES: [F:1][C:2]1([F:25])[CH2:7][CH2:6][C:5]([CH2:9][NH:10][C:11]([C:13]2[C:14]3[CH:15]=[CH:16][C:17](Cl)=[N:18][C:19]=3[CH:20]=[CH:21][C:22]=2[Cl:23])=[O:12])([OH:8])[CH2:4][CH2:3]1.[CH3:26][O:27][CH2:28][CH2:29][CH2:30][OH:31]>>[F:1][C:2]1([F:25])[CH2:7][CH2:6][C:5]([CH2:9][NH:10][C:11]([C:13]2[C:14]3[CH:15]=[CH:16][C:17]([O:31][CH2:30][CH2:29][CH2:28][O:27][CH3:26])=[N:18][C:19]=3[CH:20]=[CH:21][C:22]=2[Cl:23])=[O:12])([OH:8])[CH2:4][CH2:3]1. Procedure: The title compound was synthesized according to the procedure described in example 9 using 2,6-dichloro-quinoline-5-carboxylic acid (4,4-difluoro-1-hydroxy-cyclohexylmethyl)-amide and 3-methoxy-propan-1-ol. 1H NMR (400 MHz, DMSO-d6): δ 8.74 (t, J=6.01 Hz, 1H), 8.03 (d, J=9.61 Hz, 1H), 7.77-7.80 (m, 1H), 7.69-7.71 (m, 1H), 7.10 (d, J=9.21 Hz, 1H), 4.68 (s, 1H), 4.45 (t, J=6.41 Hz, 2H), 3.47-3.50 (m, 2H), 3.38-3.39 (m, 2H), 3.25 (s, 3H), 2.01-2.04 (m, 4H), 1.90-2.00 (m, 2H), 1.67-1.72 (m, 4H). m/z... The reactants are BrC1=C(C=O)C(=CC=C1)Br (2,6-Dibromo-benzaldehyde), C1(CC1)C=1C=CC2=C(NCCNC2=O)C1 (8-Cyclopropyl-1,2,3,4-tetrahydro-benzo[e][1,4]diazepin-5-one), C([O-])([O-])=O.[Cs+].[Cs+] (cesium carbonate). Procedure details: A mixture of 2,6-Dibromo-benzaldehyde (1.06 g, 4 mmol, 4 eq), 8-Cyclopropyl-1,2,3,4-tetrahydro-benzo[e][1,4]diazepin-5-one (202 mg, 1 mmol, 1 eq), Xantphos (12 mg, 0.02 mmol, 0.02 eq), Pd(dba)2 (18 mg, 0.03 mmol, 0.03 eq), cesium carbonate (652 mg, 2 mmol, 2 eq.) in 40 mL dioxane was degassed with argon for 1 min, and heated to 100 C for 14 hours under an argon atmosphere. The reaction was cooled, and the filtered through a sintered glass funnel, concentrated to dryness and triturated with CH2Cl... Run in O1CCOCC1 (dioxane). The reagents and catalysts are C=1C=CC(=CC1)/C=C/C(=O)/C=C/C2=CC=CC=C2.C=1C=CC(=CC1)/C=C/C(=O)/C=C/C2=CC=CC=C2.[Pd] (Pd(dba)2), CC1(C2=C(C(=CC=C2)P(C3=CC=CC=C3)C4=CC=CC=C4)OC5=C(C=CC=C51)P(C6=CC=CC=C6)C7=CC=CC=C7)C (Xantphos). RXN SMILES: Br[C:2]1[CH:9]=[CH:8][CH:7]=[C:6]([Br:10])[C:3]=1[CH:4]=[O:5].[CH:11]1([C:14]2[CH:15]=[CH:16][C:17]3[C:23](=[O:24])[NH:22][CH2:21][CH2:20][NH:19][C:18]=3[CH:25]=2)[CH2:13][CH2:12]1.C(=O)([O-])[O-].[Cs+].[Cs+]>O1CCOCC1.C1C=CC(/C=C/C(/C=C/C2C=CC=CC=2)=O)=CC=1.C1C=CC(/C=C/C(/C=C/C2C=CC=CC=2)=O)=CC=1.[Pd].CC1(C)C2C(=C(P(C3C=CC=CC=3)C3C=CC=CC=3)C=CC=2)OC2C(P(C3C=CC=CC=3)C3C=CC=CC=3)=CC=CC1=2>[Br:10][C:6]1[CH:7]=[CH:8][CH:9]=[C:2]([N:22]2[C:23](=[O:24])[C:17]3[CH:16]=[CH:15][C:14]([CH:11]4[CH2:13][CH2:12]4)=[CH:25][C:18]=3[NH:19][CH2:20][CH2:21]2)[C:3]=1[CH:4]=[O:5] |f:2.3.4,6.7.8|. Isolated yield 88.3%. Yields the product BrC1=C(C=O)C(=CC=C1)N1CCNC2=C(C1=O)C=CC(=C2)C2CC2 (2-Bromo-6-(8-cyclopropyl-5-oxo-1,2,3,5-tetrahydro-benzo[e][1,4]diazepin-4-yl)-benzaldehyde). Reactants: Cc1cc(Br)ccc1C#N, C[S-], CCOC(C)=O, [Na+], CN(C)C=O. The product is CSc1ccc(C#N)c(C)c1. Reaction SMILES: [Br:1][c:2]1[cH:3][c:4]([CH3:10])[c:5]([C:6]#[N:7])[cH:8][cH:9]1.[CH3:11][S-:12].[CH3:19][CH2:20][O:21][C:22](=[O:23])[CH3:24].[Na+:13].[O:14]=[CH:15][N:16]([CH3:17])[CH3:18]>>[c:2]1([S:12][CH3:11])[cH:3][c:4]([CH3:10])[c:5]([C:6]#[N:7])[cH:8][cH:9]1. The reactants are COC(CCC1=CC=C(C=C1)OC1=CC=CC=C1)=O (3-(4-phenoxyphenyl)-propionic acid methyl ester), COC(CCC1=CC=C(C=C1)OC1=CC=CC=C1)=O (3-(4-phenoxyphenyl)-propionic acid methyl ester), NC(=O)N (Urea), [O-]CC.[Na+] (sodium ethoxide). Reagents/catalysts: [Pd] (palladium-on-carbon). Run in C(C)O (ethanol). Yields the product O(C1=CC=CC=C1)C1=CC=C(C=C1)CCC(=O)NC(=O)N ([3-(4-phenoxyphenyl)-propionyl]-urea). RXN SMILES: CO[C:3](=[O:19])[CH2:4][CH2:5][C:6]1[CH:11]=[CH:10][C:9]([O:12][C:13]2[CH:18]=[CH:17][CH:16]=[CH:15][CH:14]=2)=[CH:8][CH:7]=1.[NH2:20][C:21]([NH2:23])=[O:22].[O-]CC.[Na+]>[Pd].C(O)C>[O:12]([C:9]1[CH:8]=[CH:7][C:6]([CH2:5][CH2:4][C:3]([NH:20][C:21]([NH2:23])=[O:22])=[O:19])=[CH:11][CH:10]=1)[C:13]1[CH:14]=[CH:15][CH:16]=[CH:17][CH:18]=1 |f:2.3|. Reported procedure: 4-phenoxy-benzaldehyde was reacted with triethyl phosphonoacetate to yield 3-(4-phenoxyphenyl)-acrylic acid ethyl ester, which was then reduced with H2 using palladium-on-carbon catalyst to yield 3-(4-phenoxyphenyl)-propionic acid methyl ester (19). Urea (1.20 g, 19.99 mmol) was dissolved in sodium ethoxide (2 M, 6.7 mL, 13.4 mmol) at 80° C. under argon, and to this a solution of 19 (1.71 g, 6.67 mmol) in anhydrous ethanol (8 mL) was added and heated at this temperature for 1 hr. Ethanol was eva... Yields the product C(C)C1(OCCO1)CCCCCC(C1=CN=C(S1)C1=CC=CC=C1)N ([6-(2-Ethyl-1,3-dioxolan-2-yl)-1-(2-phenyl-1,3-thiazol-5-yl)hexyl]amine). RXN SMILES: [N:1]([CH:4]([C:17]1[S:21][C:20]([C:22]2[CH:27]=[CH:26][CH:25]=[CH:24][CH:23]=2)=[N:19][CH:18]=1)[CH2:5][CH2:6][CH2:7][CH2:8][CH2:9][C:10]1([CH2:15][CH3:16])[O:14][CH2:13][CH2:12][O:11]1)=[N+]=[N-].[N-]=[N+]=[N-]>>[CH2:15]([C:10]1([CH2:9][CH2:8][CH2:7][CH2:6][CH2:5][CH:4]([NH2:1])[C:17]2[S:21][C:20]([C:22]3[CH:27]=[CH:26][CH:25]=[CH:24][CH:23]=3)=[N:19][CH:18]=2)[O:11][CH2:12][CH2:13][O:14]1)[CH3:16]. Procedure: 5-[1-azido-6-(2-ethyl-1,3-dioxolan-2-yl)hexyl]-2-phenyl-1,3-thiazole from alcohol (N2) was prepared according to the procedure used in Example 89 Step 2. 1H NMR (300 MHz, CDCl3) δ: 8.00-7.90 (2H, d, J=7.5 Hz), 7.57 (1H, s), 7.45-7.35 (3H, m), 5.10 (1H, t, J=7.3 Hz), 3.95 (4H, s), 1.89-1.78 (2H, m), 1.65-1.55 (4H, m), 1.45-1.25 (6H, m), 0.90-0.80 (3H, m). MS (ES) C20H26N4O2S requires: 386, found: 387 (M+H)+. The azide was then reduced according to the Example 89 Step 3 to afford the desired amine... Reactants: N(=[N+]=[N-])C(CCCCCC1(OCCO1)CC)C1=CN=C(S1)C1=CC=CC=C1 (5-[1-azido-6-(2-ethyl-1,3-dioxolan-2-yl)hexyl]-2-phenyl-1,3-thiazole), alcohol, [N-]=[N+]=[N-] (azide).